Dataset: the Open Reaction Database (ORD), a public repository of structured organic reaction records. Task: describe an organic reaction: reactants, conditions, products, and yield RXN SMILES: [CH2:21]([CH:22]=[CH2:23])[Br:24].[CH3:19][OH:20].[K+:18].[OH-:17].[OH2:25].[OH:1][c:2]1[cH:3][cH:4][c:5]([CH3:16])[c:6]2[c:14]1[C:13](=[O:15])[CH:12]1[CH:7]2[CH2:8][CH2:9][CH2:10][CH2:11]1>>[O:1]([c:2]1[cH:3][cH:4][c:5]([CH3:16])[c:6]2[c:14]1[C:13](=[O:15])[CH:12]1[CH:7]2[CH2:8][CH2:9][CH2:10][CH2:11]1)[CH2:23][CH:22]=[CH2:21]. Reactants: C=CCBr, CO, [K+], [OH-], O, Cc1ccc(O)c2c1C1CCCCC1C2=O. The product is C=CCOc1ccc(C)c2c1C(=O)C1CCCCC21. Yields the product CCOC(=O)Cc1c(-c2ccccc2)c2cc3c(cc2oc1=O)C(=O)OC3. Reactants: ClCCl, CCOC(=O)Cc1c(-c2ccccc2)c2cc(CO)c(CO)cc2oc1=O. Reaction SMILES: [Cl:28][CH2:29][Cl:30].[OH:1][CH2:2][c:3]1[cH:4][c:5]2[c:6](-[c:22]3[cH:23][cH:24][cH:25][cH:26][cH:27]3)[c:7]([CH2:16][C:17](=[O:18])[O:19][CH2:20][CH3:21])[c:8](=[O:15])[o:9][c:10]2[cH:11][c:12]1[CH2:13][OH:14]>>[O:1]1[CH2:2][c:3]2[cH:4][c:5]3[c:6](-[c:22]4[cH:23][cH:24][cH:25][cH:26][cH:27]4)[c:7]([CH2:16][C:17](=[O:18])[O:19][CH2:20][CH3:21])[c:8](=[O:15])[o:9][c:10]3[cH:11][c:12]2[C:13]1=[O:14]. Reactants: CCOC(=O)CC(=O)C(OCC)OCC, C1CCNCC1, O=Cc1ccccc1[N+](=O)[O-], O, c1ccccc1. Product: CCOC(=O)C(=Cc1ccccc1[N+](=O)[O-])C(=O)C(OCC)OCC. RXN SMILES: [CH2:12]([CH3:13])[O:14][CH:15]([C:16]([CH2:17][C:18](=[O:19])[O:20][CH2:21][CH3:22])=[O:23])[O:24][CH2:25][CH3:26].[CH2:27]1[CH2:28][CH2:29][NH:30][CH2:31][CH2:32]1.[N+:1](=[O:2])([O-:3])[c:4]1[c:5]([CH:6]=[O:7])[cH:8][cH:9][cH:10][cH:11]1.[OH2:33].[cH:34]1[cH:35][cH:36][cH:37][cH:38][cH:39]1>>[N+:1](=[O:2])([O-:3])[c:4]1[c:5]([CH:6]=[C:17]([C:16]([CH:15]([O:14][CH2:12][CH3:13])[O:24][CH2:25][CH3:26])=[O:23])[C:18](=[O:19])[O:20][CH2:21][CH3:22])[cH:8][cH:9][cH:10][cH:11]1. The reactants are BrC1=C(N)C=CC=C1 (2-bromoaniline), N1CCC(CC1)NC(OC(C)(C)C)=O (tert-butyl piperidin-4-ylcarbamate). Product: BrC1=C(NCC2CC2)C=CC=C1 (2-bromo-N-(cyclopropylmethyl)aniline). Reaction SMILES: [Br:1][C:2]1[CH:8]=[CH:7][CH:6]=[CH:5][C:3]=1[NH2:4].N1CCC(NC(=O)O[C:18]([CH3:21])([CH3:20])[CH3:19])CC1>>[Br:1][C:2]1[CH:8]=[CH:7][CH:6]=[CH:5][C:3]=1[NH:4][CH2:19][CH:18]1[CH2:21][CH2:20]1. Reported procedure: Example 142A was prepared as described in Example 111A substituting cyclopropanecarbaldehyde for Example 105B and 2-bromoaniline for tert-butyl piperidin-4-ylcarbamate. The isolated product was purified by flash chromatography (silica gel, 0-10% ethyl acetate in heptane) to give the title compound. Reactants: ClC=1C=C2C(C(NC2=CC1)=O)(C1=C(C=CC=C1)OC)CC(=O)O ([5-chloro-3-(2-methoxyphenyl)-2-oxo-2,3-dihydro-1H-indol-3-yl]acetic acid), S1C(=NC=C1)N1CCNCC1 (1-(1,3-thiazol-2-yl)piperazine). Product: ClC=1C=C2C(C(NC2=CC1)=O)(CC(N1CCN(CC1)C=1SC=CN1)=O)C1=C(C=CC=C1)OC (5-chloro-3-(2-methoxyphenyl)-3-{2-oxo-2-[4-(1,3-thiazol-2-yl)piperazin-1-yl]ethyl}-1,3-dihydro-2H-indol-2-one). The yield is 83.8%. RXN SMILES: [Cl:1][C:2]1[CH:3]=[C:4]2[C:8](=[CH:9][CH:10]=1)[NH:7][C:6](=[O:11])[C:5]2([CH2:20][C:21](O)=[O:22])[C:12]1[CH:17]=[CH:16][CH:15]=[CH:14][C:13]=1[O:18][CH3:19].[S:24]1[CH:28]=[CH:27][N:26]=[C:25]1[N:29]1[CH2:34][CH2:33][NH:32][CH2:31][CH2:30]1>>[Cl:1][C:2]1[CH:3]=[C:4]2[C:8](=[CH:9][CH:10]=1)[NH:7][C:6](=[O:11])[C:5]2([C:12]1[CH:17]=[CH:16][CH:15]=[CH:14][C:13]=1[O:18][CH3:19])[CH2:20][C:21](=[O:22])[N:32]1[CH2:33][CH2:34][N:29]([C:25]2[S:24][CH:28]=[CH:27][N:26]=2)[CH2:30][CH2:31]1. Procedure details: With 800 mg of [5-chloro-3-(2-methoxyphenyl)-2-oxo-2,3-dihydro-1H-indol-3-yl]acetic acid, which is the compound described in Preparation 1.1 of the brochure Publication No. WO03/008407, and 449 mg of 1-(1,3-thiazol-2-yl)piperazine as starting materials, reaction manipulation and post-treatment were carried out by a similar method to Step 45-1, and the obtained residue was crystallized from EtOAc and n-hexane to obtain 976 mg of the title compound (colorless crystal). Starting materials: Cl.NC(CCCCN)C(=O)O (DL-lysine monohydrochloride), S(=O)(=O)([O-])[O-].[Mg+2] (magnesium sulfate), Cl (hydrochloric acid), S(=O)(=O)([O-])[O-].[NH4+].[NH4+] (ammonium sulfate), P(=O)(O)(O)[O-].[K+] (potassium dihydrogen phosphate). Run at time 10 minute. The product is Cl.N[C@H](CCCCN)C(=O)O (D-lysine monohydrochloride). Reaction SMILES: [ClH:1].[NH2:2][CH:3]([C:9]([OH:11])=[O:10])[CH2:4][CH2:5][CH2:6][CH2:7][NH2:8].S([O-])([O-])(=O)=O.[NH4+].[NH4+].P([O-])(O)(O)=O.[K+].S([O-])([O-])(=O)=O.[Mg+2].Cl>>[ClH:1].[NH2:2][C@@H:3]([C:9]([OH:11])=[O:10])[CH2:4][CH2:5][CH2:6][CH2:7][NH2:8] |f:0.1,2.3.4,5.6,7.8,10.11|. Reported procedure: Into a shaking flask having a volume of 500 ml was charged 100 ml of a medium (pH 7.0) comprising 2% of DL-lysine monohydrochloride, 0.2% of ammonium sulfate, 0.1% of potassium dihydrogen phosphate, 0.05% of magnesium sulfate and 0.02% of a yeast extract, and the medium was sterilized at 120° C. for 10 minutes. A loopful of Yarrowia lipolytica IFO 1209 was inoculated into the medium, and cultured at 30° C. for 168 hours with shaking. The cell was removed by centrifuging 1000 ml of the above cult... The reactants are CN(C)CCC(C1=CC=CC=C1)O (N,N-dimethyl-3-hydroxy-3-phenylpropylamine), [H-].[Na+] (sodium hydride), ClC1=NC=CN=C1 (2-chloropyrazine). The solvent is CS(=O)C (DMSO). The product is CN(C)CCC(OC1=NC=CN=C1)C1=CC=CC=C1 (N,N-Dimethyl-3-phenyl-3-(2-pyrazinyloxy)propylamine). RXN SMILES: [CH3:1][N:2]([CH2:4][CH2:5][CH:6]([OH:13])[C:7]1[CH:12]=[CH:11][CH:10]=[CH:9][CH:8]=1)[CH3:3].[H-].[Na+].Cl[C:17]1[CH:22]=[N:21][CH:20]=[CH:19][N:18]=1>CS(C)=O>[CH3:1][N:2]([CH2:4][CH2:5][CH:6]([C:7]1[CH:12]=[CH:11][CH:10]=[CH:9][CH:8]=1)[O:13][C:17]1[CH:22]=[N:21][CH:20]=[CH:19][N:18]=1)[CH3:3] |f:1.2|. Procedure details: Following the method of Example 3, reaction of N,N-dimethyl-3-hydroxy-3-phenylpropylamine, sodium hydride and 2-chloropyrazine in DMSO gives the title compound. Reaction SMILES: [Na].[Cl:2][S:3]([OH:6])(=O)=[O:4].[OH:7][C:8]1[CH:17]=[CH:16][C:15]([N:18]=[N:19][C:20]2[CH:25]=[CH:24][C:23]([N+:26]([O-:28])=[O:27])=[CH:22][C:21]=2[S:29]([CH3:32])(=[O:31])=[O:30])=[C:14]2[C:9]=1[CH:10]=[CH:11][C:12](S([O-])(=O)=O)=[CH:13]2.[Na+]>>[OH:7][C:8]1[CH:17]=[CH:16][C:15]([N:18]=[N:19][C:20]2[CH:25]=[CH:24][C:23]([N+:26]([O-:28])=[O:27])=[CH:22][C:21]=2[S:29]([CH3:32])(=[O:30])=[O:31])=[C:14]2[C:9]=1[CH:10]=[CH:11][C:12]([S:3]([Cl:2])(=[O:6])=[O:4])=[CH:13]2 |f:2.3,^1:0|. Reported procedure: The 5-hydroxy-8-(2-methylsulfonyl-4-nitrophenylazo)-2-naphthalenesulfonyl chloride was prepared from the sodium salt of the acid with chlorosulfonic acid; 3.55 g. (0.0075 mol) of sodium 5-hydroxy-8-(2-methylsulfonyl-4-nitrophenylazo)-2-napthalenesulfonate in 35 ml. of chlorosulfonic acid was heated at 60°C. for one hour. The solution was cooled and poured onto ice. The solid was collected on a filter funnel and dried in a vaccum desiccator to yield 2.8 g. (80 percent) of the product which contai... The product is OC1=C2C=CC(=CC2=C(C=C1)N=NC1=C(C=C(C=C1)[N+](=O)[O-])S(=O)(=O)C)S(=O)(=O)Cl (5-hydroxy-8-(2-methylsulfonyl-4-nitrophenylazo)-2-naphthalenesulfonyl chloride). Starting materials: ClS(=O)(=O)O (chlorosulfonic acid), [Na] (sodium), ClS(=O)(=O)O (chlorosulfonic acid), product, OC1=C2C=CC(=CC2=C(C=C1)N=NC1=C(C=C(C=C1)[N+](=O)[O-])S(=O)(=O)C)S(=O)(=O)[O-].[Na+] (sodium 5-hydroxy-8-(2-methylsulfonyl-4-nitrophenylazo)-2-napthalenesulfonate). Starting materials: CO, [Na+], [OH-], COC(=O)CC1CCCCN1C(=O)C=Cc1c(-c2ccccc2)nn2ccccc12. The product is O=C(O)CC1CCCCN1C(=O)C=Cc1c(-c2ccccc2)nn2ccccc12. Reaction SMILES: [CH3:33][OH:34].[Na+:32].[OH-:31].[c:1]1(-[c:7]2[n:8][n:9]3[c:10]([cH:11][cH:12][cH:13][cH:14]3)[c:15]2[CH:16]=[CH:17][C:18](=[O:19])[N:20]2[CH:21]([CH2:26][C:27](=[O:28])[O:29][CH3:30])[CH2:22][CH2:23][CH2:24][CH2:25]2)[cH:2][cH:3][cH:4][cH:5][cH:6]1>>[c:1]1(-[c:7]2[n:8][n:9]3[c:10]([cH:11][cH:12][cH:13][cH:14]3)[c:15]2[CH:16]=[CH:17][C:18](=[O:19])[N:20]2[CH:21]([CH2:26][C:27](=[O:28])[OH:29])[CH2:22][CH2:23][CH2:24][CH2:25]2)[cH:2][cH:3][cH:4][cH:5][cH:6]1. Starting materials: Brc1csc2ccccc12, [Li]CCCC, CN(C)C=O, CCCCCC, CCOCC, Cl. Product: O=Cc1csc2ccccc12. Reaction SMILES: [Br:6][c:7]1[c:8]2[c:9]([s:10][cH:11]1)[cH:12][cH:13][cH:14][cH:15]2.[CH2:1]([Li:2])[CH2:3][CH2:4][CH3:5].[CH3:16][N:17]([CH:18]=[O:19])[CH3:20].[CH3:22][CH2:23][CH2:24][CH2:25][CH2:26][CH3:27].[CH3:28][CH2:29][O:30][CH2:31][CH3:32].[ClH:21]>>[c:7]1([CH:18]=[O:19])[c:8]2[c:9]([s:10][cH:11]1)[cH:12][cH:13][cH:14][cH:15]2.